From a dataset of the Open Reaction Database (ORD), a public repository of structured organic reaction records. describe an organic reaction: reactants, conditions, products, and yield The reactants are C(C)(C)(C)[Li] (Tert-butyllithium), C(C)(C)(C)OC(NCC=1C=NC(=CC1)Cl)=O (Tert-butyl[(6-chloropyridin-3-yl)methyl]carbamate), B(OC(C)C)(OC(C)C)OC(C)C (Triisopropyl borate). Run in O1CCCC1 (tetrahydrofuran). Reaction conditions: temperature -78 celsius. Yields the product C(C)(C)(C)OC(=O)NCC=1C(=CC(=NC1)Cl)B(O)O ((5-{[(tert-butoxy-carbonyl)amino]methyl}-2-chloropyridin-4yl)boronic acid). Isolated yield 100.3%. Reaction SMILES: [C:1]([O:5][C:6](=[O:16])[NH:7][CH2:8][C:9]1[CH:10]=[N:11][C:12]([Cl:15])=[CH:13][CH:14]=1)([CH3:4])([CH3:3])[CH3:2].C([Li])(C)(C)C.[B:22](OC(C)C)([O:27]C(C)C)[O:23]C(C)C>O1CCCC1>[C:1]([O:5][C:6]([NH:7][CH2:8][C:9]1[C:14]([B:22]([OH:27])[OH:23])=[CH:13][C:12]([Cl:15])=[N:11][CH:10]=1)=[O:16])([CH3:4])([CH3:2])[CH3:3]. Procedure details: Tert-butyl[(6-chloropyridin-3-yl)methyl]carbamate (1.00 g, 0.004 mol) was dissolved in anhydrous tetrahydrofuran (20 mL) in an oven-dried 50-mL round-bottomed flask. The solution was stirred under an atmosphere of nitrogen and cooled to at −78° C. Tert-butyllithium (1.7 M in pentane, 5.1 mL, 0.009 mol) was slowly added via syringe. The reaction solution turned yellow, then dark orange during the addition. The resulting solution was stirred at −77° C. for 10 min, then was slowly warmed to −20° C.... Solvent: CO (methanol). RXN SMILES: [CH3:1][C:2](=[O:9])[CH2:3][CH2:4][CH2:5][CH2:6][CH2:7][CH3:8].[OH:10][P:11]=[O:12]>CO>[OH:9][C:2]([P:11]([OH:12])[OH:10])([CH3:1])[CH2:3][CH2:4][CH2:5][CH2:6][CH2:7][CH3:8]. Reactants: CC(CCCCCC)=O (octan-2-one), OP=O (hypophosphorus acid), 50W. Reported procedure: A mixture of octan-2-one (3.76 g, 0.29M) and hypophosphorus acid (91.5%, 2.09 g, 0.029M) is heated at 100° C. for 12 hours in the presence of Dowex 50W x 2 ion exchange resin (1 ml, aqueous slurry). The mixture is cooled to room temperature, methanol (50 ml) is added and the Dowex is removed by filtration. The filtrate is evaporated to an oily residue, which is dissolved in ethyl acetate, washed with water, brine, then dried (MgSO4). Removal of the solvent gives 1-hydroxy-1-methylheptylphosphono... Yields the product OC(CCCCCC)(C)P(O)O (1-hydroxy-1-methylheptylphosphonous acid). Reactants: CI, CO, COC(=O)C1CCC(CNS(=O)(=O)c2ccc(C(F)(F)F)cc2)CC1, [Na], CN(C)C=O. The product is COC(=O)C1CCC(CN(C)S(=O)(=O)c2ccc(C(F)(F)F)cc2)CC1. Reaction SMILES: [CH3:27][I:28].[CH3:29][OH:30].[CH3:2][O:3][C:4](=[O:5])[CH:6]1[CH2:7][CH2:8][CH:9]([CH2:12][NH:13][S:14](=[O:15])(=[O:16])[c:17]2[cH:18][cH:19][c:20]([C:23]([F:24])([F:25])[F:26])[cH:21][cH:22]2)[CH2:10][CH2:11]1.[Na:1].[O:31]=[CH:32][N:33]([CH3:34])[CH3:35]>>[CH3:2][O:3][C:4](=[O:5])[CH:6]1[CH2:7][CH2:8][CH:9]([CH2:12][N:13]([S:14](=[O:15])(=[O:16])[c:17]2[cH:18][cH:19][c:20]([C:23]([F:24])([F:25])[F:26])[cH:21][cH:22]2)[CH3:27])[CH2:10][CH2:11]1. The reactants are C1(=CC=CC=C1)P(C1=C(C2=CC=CC=C2C=C1)C1=C(C=CC2=CC=CC=C12)P(C1=CC=CC=C1)C1=CC=CC=C1)C1=CC=CC=C1 (2,2′-bis-diphenylphosphanyl-[1,1′]binaphthalenyl), ClC=1N=C(C2=C(N1)N(C=C2C2=CC1=C(N=C(O1)C)C=C2)COCC[Si](C)(C)C)OC2CCCC2 (2-chloro-4-cyclopentyloxy-5-(2-methyl-benzooxazol-6-yl)-7-(2-trimethylsilanyl-ethoxymethyl)-7H-pyrrolo[2,3-d]pyrimidine), NC1=C(C=C(C=C1)C(=O)[N@]1C(C1)C)OC ((R)-(4-amino-3-methoxyphenyl)(2-methylaziridin-1-yl)methanone), C([O-])([O-])=O.[Cs+].[Cs+] (cesium carbonate). The reagents and catalysts are C(C)(=O)[O-].[Pd+2].C(C)(=O)[O-] (palladium acetate). The solvent is O1CCOCC1 (1,4-dioxane). Conditions: temperature 110 celsius. Yields the product C1(CCCC1)OC=1C2=C(N=C(N1)NC1=C(C=C(C=C1)C(=O)[N@]1C(C1)C)OC)N(C=C2C2=CC1=C(N=C(O1)C)C=C2)COCC[Si](C)(C)C ((R)-(4-(4-(Cyclopentyloxy)-5-(2-methylbenzo[d]oxazol-6-yl)-7-((2-(trimethylsilyl)ethoxy)methyl)-7H-pyrrolo[2,3-d]pyrimidin-2-ylamino)-3-methoxyphenyl)(2-methylaziridin-1-yl)methanone). Yield: 75.0%. Reaction SMILES: Cl[C:2]1[N:3]=[C:4]([O:29][CH:30]2[CH2:34][CH2:33][CH2:32][CH2:31]2)[C:5]2[C:10]([C:11]3[CH:20]=[CH:19][C:14]4[N:15]=[C:16]([CH3:18])[O:17][C:13]=4[CH:12]=3)=[CH:9][N:8]([CH2:21][O:22][CH2:23][CH2:24][Si:25]([CH3:28])([CH3:27])[CH3:26])[C:6]=2[N:7]=1.[NH2:35][C:36]1[CH:41]=[CH:40][C:39]([C:42]([N@@:44]2[CH2:46][CH:45]2[CH3:47])=[O:43])=[CH:38][C:37]=1[O:48][CH3:49].C(=O)([O-])[O-].[Cs+].[Cs+].C1(P(C2C=CC=CC=2)C2C=CC3C(=CC=CC=3)C=2C2C3C(=CC=CC=3)C=CC=2P(C2C=CC=CC=2)C2C=CC=CC=2)C=CC=CC=1>O1CCOCC1.C([O-])(=O)C.[Pd+2].C([O-])(=O)C>[CH:30]1([O:29][C:4]2[C:5]3[C:10]([C:11]4[CH:20]=[CH:19][C:14]5[N:15]=[C:16]([CH3:18])[O:17][C:13]=5[CH:12]=4)=[CH:9][N:8]([CH2:21][O:22][CH2:23][CH2:24][Si:25]([CH3:28])([CH3:27])[CH3:26])[C:6]=3[N:7]=[C:2]([NH:35][C:36]3[CH:41]=[CH:40][C:39]([C:42]([N@@:44]4[CH2:46][CH:45]4[CH3:47])=[O:43])=[CH:38][C:37]=3[O:48][CH3:49])[N:3]=2)[CH2:34][CH2:33][CH2:32][CH2:31]1 |f:2.3.4,7.8.9|. Procedure details: To a degassed mixture of 2-chloro-4-cyclopentyloxy-5-(2-methyl-benzooxazol-6-yl)-7-(2-trimethylsilanyl-ethoxymethyl)-7H-pyrrolo[2,3-d]pyrimidine (1 equiv), (R)-(4-amino-3-methoxyphenyl)(2-methylaziridin-1-yl)methanone (1.2 equiv) and cesium carbonate (2 equiv) in 1,4-dioxane (0.05M) were added palladium acetate (0.2 equiv) and 2,2′-bis-diphenylphosphanyl-[1,1′]binaphthalenyl (0.4 equiv). The reaction mixture was refluxed at 110° C. for 1 h. The reaction mixture was filtered, concentrated under r... Starting materials: O=C(O)c1cc(O)c(O)c(O)c1, CC(C)(C)OCC(NC(=O)OCC1c2ccccc2-c2ccccc21)C(=O)NCCc1ccc(O)c(O)c1. Product: CC(C)(C)OCC(NC(=O)c1cc(O)c(O)c(O)c1)C(=O)NCCc1ccc(O)c(O)c1. Reaction SMILES: [OH:39][C:40](=[O:41])[c:42]1[cH:43][c:44]([OH:45])[c:46]([OH:47])[c:48]([OH:49])[cH:50]1.[cH:1]1[c:2]2[c:12]([cH:13][cH:14][cH:15]1)-[c:7]1[c:6]([cH:11][cH:10][cH:9][cH:8]1)[CH:3]2[CH2:4][O:5][C:16](=[O:17])[NH:18][CH:19]([CH2:20][O:21][C:22]([CH3:23])([CH3:24])[CH3:25])[C:26](=[O:27])[NH:28][CH2:29][CH2:30][c:31]1[cH:32][c:33]([OH:34])[c:35]([OH:36])[cH:37][cH:38]1>>[C:16](=[O:17])([NH:18][CH:19]([CH2:20][O:21][C:22]([CH3:23])([CH3:24])[CH3:25])[C:26](=[O:27])[NH:28][CH2:29][CH2:30][c:31]1[cH:32][c:33]([OH:34])[c:35]([OH:36])[cH:37][cH:38]1)[c:42]1[cH:43][c:44]([OH:45])[c:46]([OH:47])[c:48]([OH:49])[cH:50]1. Reactants: O=C1OC2(CN1C1=CC=C(C(=O)O)C=C1)CCNCC2 (4-(2-oxo-1-oxa-3,8-diazaspiro[4.5]dec-3-yl)benzoic acid), ClC1=C(C(=CC(=C1)C=O)Cl)C1=C(C=C(C=C1)F)F (2,6-dichloro-2′,4′-difluorobiphenyl-4-carboxaldehyde), C(C)(=O)O (acetic acid), C(#N)[BH3-] (cyanoborohydride). Solvent: CN(C)C=O (DMF). Run at time 20 hour. Product: Cl.ClC=1C(=C(C=C(C1)CN1CCC2(CN(C(O2)=O)C2=CC=C(C(=O)O)C=C2)CC1)Cl)C1=C(C=C(C=C1)F)F (4-{8-[(2,6-dichloro-2′,4′difluorobiphen-4-yl)methyl]-2-oxo-1-oxa-3,8-diazaspiro[4.5]dec-3-yl}benzoic acid, hydrochloride salt). Yield: 132.1%. RXN SMILES: [O:1]=[C:2]1[N:6]([C:7]2[CH:15]=[CH:14][C:10]([C:11]([OH:13])=[O:12])=[CH:9][CH:8]=2)[CH2:5][C:4]2([CH2:20][CH2:19][NH:18][CH2:17][CH2:16]2)[O:3]1.[Cl:21][C:22]1[CH:27]=[C:26]([CH:28]=O)[CH:25]=[C:24]([Cl:30])[C:23]=1[C:31]1[CH:36]=[CH:35][C:34]([F:37])=[CH:33][C:32]=1[F:38].C(O)(=O)C.C([BH3-])#N>CN(C=O)C>[ClH:21].[Cl:21][C:22]1[C:23]([C:31]2[CH:36]=[CH:35][C:34]([F:37])=[CH:33][C:32]=2[F:38])=[C:24]([Cl:30])[CH:25]=[C:26]([CH2:28][N:18]2[CH2:17][CH2:16][C:4]3([O:3][C:2](=[O:1])[N:6]([C:7]4[CH:8]=[CH:9][C:10]([C:11]([OH:13])=[O:12])=[CH:14][CH:15]=4)[CH2:5]3)[CH2:20][CH2:19]2)[CH:27]=1 |f:5.6|. Procedure: To a solution of 4-(2-oxo-1-oxa-3,8-diazaspiro[4.5]dec-3-yl)benzoic acid (27 mg, 0.087 mmol) (from Example 5-1, Step 4) and 2,6-dichloro-2′,4′-difluorobiphenyl-4-carboxaldehyde (20 mg, 0.070 mmol) (from Step 3) in DMF (2 mL) in a 20 mL scintillation vial was added acetic acid (13 uL, 0.209 mmol) and MP-cyanoborohydride resin (56 mg, 0.140 mmol, 2.49 mmol/g). The mixture was shaken at room temperature for 20 hours and then was filtered to remove the resin and washed with acetonitrile/water. The m... Starting materials: CS(=O)(=O)N1CCNCC1, CS(C)=O, O=Cc1ccc(F)cc1[N+](=O)[O-], O. Product: CS(=O)(=O)N1CCN(c2ccc(C=O)c([N+](=O)[O-])c2)CC1. Reaction SMILES: [CH3:13][S:14](=[O:15])(=[O:16])[N:17]1[CH2:18][CH2:19][NH:20][CH2:21][CH2:22]1.[CH3:24][S:25]([CH3:26])=[O:27].[F:1][c:2]1[cH:3][c:4]([N+:10](=[O:11])[O-:12])[c:5]([CH:6]=[O:7])[cH:8][cH:9]1.[OH2:23]>>[c:2]1([N:20]2[CH2:19][CH2:18][N:17]([S:14]([CH3:13])(=[O:15])=[O:16])[CH2:22][CH2:21]2)[cH:3][c:4]([N+:10](=[O:11])[O-:12])[c:5]([CH:6]=[O:7])[cH:8][cH:9]1. Reactants: NS(=O)(=O)C1=C(C=CC=C1)S(=O)(=O)Cl (2-(aminosulfonyl)benzenesulfonyl chloride), CN(N)C (1,1-dimethylhydrazine). The solvent is O1CCCC1 (tetrahydrofuran), O1CCCC1 (THF). Yields the product CN(NS(=O)(=O)C1=C(C=CC=C1)S(=O)(=O)N)C (2-(2,2-Dimethylhydrazinosulfonyl)-benzenesulfonamide). As a reaction SMILES: [NH2:1][S:2]([C:5]1[CH:10]=[CH:9][CH:8]=[CH:7][C:6]=1[S:11](Cl)(=[O:13])=[O:12])(=[O:4])=[O:3].[CH3:15][N:16]([CH3:18])[NH2:17]>O1CCCC1>[CH3:15][N:16]([CH3:18])[NH:17][S:11]([C:6]1[CH:7]=[CH:8][CH:9]=[CH:10][C:5]=1[S:2]([NH2:1])(=[O:4])=[O:3])(=[O:13])=[O:12]. Reported procedure: A solution of 1.28 g of 2-(aminosulfonyl)benzenesulfonyl chloride in 12 mL of dry tetrahydrofuran (THF) was cooled to -65° C. and a solution of 0.88 mL of 1,1-dimethylhydrazine in 12 mL of dry THF added dropwise. The resulting mixture was allowed to warm to room temperature, filtered, and the filtrate concentrated in vacuo. The solid residue was partitioned between water and ethyl acetate, the organic phase was separated, washed with water, washed with brine, dried (MgSO4), concentrated in vacuo...